Dataset: the Open Reaction Database (ORD), a public repository of structured organic reaction records. Task: describe an organic reaction: reactants, conditions, products, and yield Reactants: COc1ccc(C[N-]Cc2ccnc3c2cc(-c2cn(C)c4cc(OC)c(OC)cc24)n3S(=O)(=O)c2ccc(C)cc2)c(OC)c1, [K+], [OH-], O=S(=O)(O)c1cccs1. Yields the product COc1ccc(C[N-]Cc2ccnc3[nH]c(-c4cn(C)c5cc(OC)c(OC)cc45)cc23)c(OC)c1, O=S(=O)(O)c1cccs1. As a reaction SMILES: [CH3:1][O:2][c:3]1[c:4]([CH2:5][N-:6][CH2:7][c:8]2[c:9]3[c:10]([n:11][cH:12][cH:13]2)[n:14]([S:31]([c:32]2[cH:33][cH:34][c:35]([CH3:36])[cH:37][cH:38]2)(=[O:39])=[O:40])[c:15](-[c:17]2[cH:18][n:19]([CH3:30])[c:20]4[cH:21][c:22]([O:28][CH3:29])[c:23]([O:26][CH3:27])[cH:24][c:25]24)[cH:16]3)[cH:41][cH:42][c:43]([O:45][CH3:46])[cH:44]1.[K+:57].[OH-:56].[s:47]1[c:48]([S:52](=[O:53])(=[O:54])[OH:55])[cH:49][cH:50][cH:51]1>>[CH3:1][O:2][c:3]1[c:4]([CH2:5][N-:6][CH2:7][c:8]2[c:9]3[c:10]([n:11][cH:12][cH:13]2)[nH:14][c:15](-[c:17]2[cH:18][n:19]([CH3:30])[c:20]4[cH:21][c:22]([O:28][CH3:29])[c:23]([O:26][CH3:27])[cH:24][c:25]24)[cH:16]3)[cH:41][cH:42][c:43]([O:45][CH3:46])[cH:44]1.[s:47]1[c:48]([S:52](=[O:53])(=[O:54])[OH:55])[cH:49][cH:50][cH:51]1. Reactants: COC=1N=CN=NC1CN (1-(5-methoxy-1,2,4-triazin-6-yl)methylamine), O=C1CC(C1)C(=O)ON1C(CCC1=O)=O (1-{[(3-oxocyclobutyl)carbonyl]oxy}pyrrolidine-2,5-dione), N#N (N2), C([O-])([O-])=O.[Na+].[Na+] (Sodium carbonate). The solvent is C1CCOC1 (THF), O (water), [Cl-].[Na+].O (brine). Reaction conditions: time 3 hour. Yields the product COC=1N=CN=NC1CNC(=O)C1CC(C1)=O (3-Oxo-cyclobutanecarboxylic acid (5-methoxy-[1,2,4]triazin-6-ylmethyl)-amide). RXN SMILES: N#N.[CH3:3][O:4][C:5]1[N:6]=[CH:7][N:8]=[N:9][C:10]=1[CH2:11][NH2:12].[O:13]=[C:14]1[CH2:17][CH:16]([C:18](ON2C(=O)CCC2=O)=[O:19])[CH2:15]1.C(=O)([O-])[O-].[Na+].[Na+]>O.[Cl-].[Na+].O.C1COCC1>[CH3:3][O:4][C:5]1[N:6]=[CH:7][N:8]=[N:9][C:10]=1[CH2:11][NH:12][C:18]([CH:16]1[CH2:17][C:14](=[O:13])[CH2:15]1)=[O:19] |f:3.4.5,7.8.9|. Reported procedure: A flask filled with N2 was charged with 1-(5-methoxy-1,2,4-triazin-6-yl)methylamine (3.0 g, 0.021 mol), 1-{[(3-oxocyclobutyl)carbonyl]oxy}pyrrolidine-2,5-dione (5.0 g, 0.024 mol) and THF (50 mL). Sodium carbonate (20 g, 0.2 mol) dissolved in water was added to the reaction mixture slowly at 0° C. The reaction was then stirred at rt for 3 h. The reaction mixture was then concentrated under reduced pressure to give a residue. To this residue brine (500 mL) was added and the mixture was extracted w... Reactants: O=C1c2ccccc2C(=O)N1CC1CN(Cc2ccccc2)CCO1, CCO, NN, [Na+], [OH-], O. Yields the product NCC1CN(Cc2ccccc2)CCO1. RXN SMILES: [CH2:1]([c:2]1[cH:3][cH:4][cH:5][cH:6][cH:7]1)[N:8]1[CH2:9][CH:10]([CH2:14][N:15]2[C:16](=[O:17])[c:18]3[cH:19][cH:20][cH:21][cH:22][c:23]3[C:24]2=[O:25])[O:11][CH2:12][CH2:13]1.[CH3:31][CH2:32][OH:33].[NH2:27][NH2:28].[Na+:30].[OH-:29].[OH2:26]>>[CH2:1]([c:2]1[cH:3][cH:4][cH:5][cH:6][cH:7]1)[N:8]1[CH2:9][CH:10]([CH2:14][NH2:15])[O:11][CH2:12][CH2:13]1. The reactants are ClC1=C(N)C=CC(=C1)[N+](=O)[O-] (2-chloro-4-nitroaniline), C(CC)(=O)O (propionic acid), C(=C)OC(C(CN(C1=CC=CC=C1)CC)C)=O (3-(ethyl-phenyl-amino)-2-methylpropionic acid vinyl ester), S(N)(O)(=O)=O (sulfamic acid), N(=O)OS(O)(=O)=O (nitrosyl sulfuric acid). Run in C(C)(=O)O (acetic acid), CO (methanol). Reaction conditions: temperature 5 celsius, time 2 hour. Product: C(=C)OC(C(CN(CC)C1=CC=C(C=C1)N=NC1=C(C=C(C=C1)[N+](=O)[O-])Cl)C)=O (3-{[4-(2-chloro-4-nitrophenylazo)-phenyl]-ethyl-amino}-2-methyl-propionic acid vinyl ester). As a reaction SMILES: [Cl:1][C:2]1[CH:8]=[C:7]([N+:9]([O-:11])=[O:10])[CH:6]=[CH:5][C:3]=1[NH2:4].C(O)(=O)CC.N(OS(=O)(=O)O)=O.[CH:24]([O:26][C:27](=[O:40])[CH:28]([CH3:39])[CH2:29][N:30]([CH2:37][CH3:38])[C:31]1[CH:36]=[CH:35][CH:34]=[CH:33][CH:32]=1)=[CH2:25].S(=O)(=O)(O)[NH2:42]>CO.C(O)(=O)C>[CH:24]([O:26][C:27](=[O:40])[CH:28]([CH3:39])[CH2:29][N:30]([C:31]1[CH:36]=[CH:35][C:34]([N:42]=[N:4][C:3]2[CH:5]=[CH:6][C:7]([N+:9]([O-:11])=[O:10])=[CH:8][C:2]=2[Cl:1])=[CH:33][CH:32]=1)[CH2:37][CH3:38])=[CH2:25]. Procedure: 5.2 parts of 2-chloro-4-nitroaniline, 20 parts of propionic acid and 30 parts of acetic acid were charged and cooled to 5° C. 11.4 parts of 40% (w/w) nitrosyl sulfuric acid were added, whilst the temperature was held below 10° C. The diazotization mixture was stirred for a further 2 hrs at 5-10° C. To a separate vessel were charged 7.0 parts of 3-(ethyl-phenyl-amino)-2-methylpropionic acid vinyl ester, 100 parts of methanol, 1 part sulfamic acid and 100 parts of ice. With stirring, the diazotiza... The reactants are COc1cc(N2CCC3(CC2)OCCO3)ncn1, CC(C)=O, Cl. The product is COc1cc(N2CCC(=O)CC2)ncn1. RXN SMILES: [CH2:1]1[O:2][C:4]2([O:3][CH2:18]1)[CH2:5][CH2:6][N:7]([c:10]1[n:11][cH:12][n:13][c:14]([O:16][CH3:17])[cH:15]1)[CH2:8][CH2:9]2.[CH3:19][C:20](=[O:21])[CH3:22].[ClH:23]>>[O:3]=[C:4]1[CH2:5][CH2:6][N:7]([c:10]2[n:11][cH:12][n:13][c:14]([O:16][CH3:17])[cH:15]2)[CH2:8][CH2:9]1. Reactants: C(C1=CC=CC=C1)OC=1C=CC(=C(C(=O)O)C1)C=CC(=O)OC(C)(C)C (5-benzyloxy-2-(2-tert-butoxycarbonyl-vinyl)-benzoic acid), C(C1=CC=CC=C1)N (benzylamine), C(CCl)Cl (EDC). Reagents/catalysts: CN(C)C=1C=CN=CC1 (DMAP). Run in C(Cl)Cl (CH2Cl2). Reaction conditions: time 12 hour. Product: C(C)(C)(C)OC(C=CC1=C(C=C(C=C1)OCC1=CC=CC=C1)C(=O)NCC1=CC=CC=C1)=O (3-(2-Benzylaminocarbonyl-4-benzyloxy-phenyl)-acrylic acid tert-butyl ester). Yield: 39.7%. Reaction SMILES: [CH2:1]([O:8][C:9]1[CH:10]=[CH:11][C:12]([CH:18]=[CH:19][C:20]([O:22][C:23]([CH3:26])([CH3:25])[CH3:24])=[O:21])=[C:13]([CH:17]=1)[C:14]([OH:16])=O)[C:2]1[CH:7]=[CH:6][CH:5]=[CH:4][CH:3]=1.[CH2:27]([NH2:34])[C:28]1[CH:33]=[CH:32][CH:31]=[CH:30][CH:29]=1.C(Cl)CCl>C(Cl)Cl.CN(C1C=CN=CC=1)C>[C:23]([O:22][C:20](=[O:21])[CH:19]=[CH:18][C:12]1[CH:11]=[CH:10][C:9]([O:8][CH2:1][C:2]2[CH:7]=[CH:6][CH:5]=[CH:4][CH:3]=2)=[CH:17][C:13]=1[C:14]([NH:34][CH2:27][C:28]1[CH:33]=[CH:32][CH:31]=[CH:30][CH:29]=1)=[O:16])([CH3:25])([CH3:24])[CH3:26]. Procedure: To a solution of 5-benzyloxy-2-(2-tert-butoxycarbonyl-vinyl)-benzoic acid (1.45 g, 4.09 mmol) in CH2Cl2 (40 mL) was added benzylamine (0.613 g, 5.73 mmol), EDC (1.254 g, 6.54 mmol), and DMAP (1.00 g, 8.18 mmol). The resulting mixture was stirred at room temperature for 12 h, washed with aqueous NH4Cl (50 mL), and extracted with CH2Cl2 (2×50 mL). The combined organic layers were dried (Na2SO4) and concentrated. The residue was then purified using silica gel chromatography (hexanes/EtOAc 8/2) to a...